From a dataset of the Open Reaction Database (ORD), a public repository of structured organic reaction records. describe an organic reaction: reactants, conditions, products, and yield Reactants: C(#N)CC(=O)O (cyanoacetic acid), FC(COC1=CC=C(C=O)C=C1)(C(F)F)F (4-(2,2,3,3-tetrafluoropropoxy)benzaldehyde), N1CCCCC1 (piperidine), C(#N)CC(=O)O (cyanoacetic acid), FC(COC1=CC=C(\C=C/C#N)C=C1)(C(F)F)F (cis-4-(2,2,3,3-tetrafluoropropoxy)cinnamonitrile). Run in C=1(C(=CC=CC1)C)C (xylene), N1=CC=CC=C1 (pyridine). Reaction conditions: temperature 110 celsius. Product: FC(COC1=CC=C(C=CC(=O)O)C=C1)(C(F)F)F (4-(2,2,3,3-tetrafluoropropoxy)cinnamic acid). The yield is 135.1%. Reaction SMILES: [F:1][C:2]([F:16])([CH:13]([F:15])[F:14])[CH2:3][O:4][C:5]1[CH:12]=[CH:11][C:8]([CH:9]=O)=[CH:7][CH:6]=1.C([CH2:19][C:20]([OH:22])=[O:21])#N.FC(F)(C(F)F)COC1C=CC(/C=C\C#N)=CC=1.N1CCCCC1>N1C=CC=CC=1.C1(C)C(C)=CC=CC=1>[F:1][C:2]([F:16])([CH:13]([F:15])[F:14])[CH2:3][O:4][C:5]1[CH:12]=[CH:11][C:8]([CH:9]=[CH:19][C:20]([OH:22])=[O:21])=[CH:7][CH:6]=1. Procedure: 735.0 g (3.12 mol) of 4-(2,2,3,3-tetrafluoropropoxy)benzaldehyde, 269 g of cyanoacetic acid, 660 g of cis-4-(2,2,3,3-tetrafluoropropoxy)cinnamonitrile (main fractions containing 80 to 85% by weight of cis isomer) are admixed with 750 g of xylene, 750 ml of pyridine and 750 ml of piperidine and heated to 110° C. with stirring. The mixture is allowed to react for 2 hours, and 53.8 g of cyanoacetic acid are added again and the mixture is allowed to react for a further 30 minutes. After cooling, the...